Dataset: the Open Reaction Database (ORD), a public repository of structured organic reaction records. Task: describe an organic reaction: reactants, conditions, products, and yield The reactants are O=C[O-], [NH4+], [Na+], O=C([O-])C(=O)Cc1ccccc1. The product is NC(Cc1ccccc1)C(=O)O. As a reaction SMILES: [CH:14]([O-:15])=[O:16].[NH4+:17].[Na+:13].[c:1]1([CH2:7][C:8]([C:9](=[O:10])[O-:11])=[O:12])[cH:2][cH:3][cH:4][cH:5][cH:6]1>>[c:1]1([CH2:7][CH:8]([C:9](=[O:10])[OH:11])[NH2:17])[cH:2][cH:3][cH:4][cH:5][cH:6]1. Reactants: ClS(=O)(=O)O (chlorosulfonic acid), C1(CCCC1)C1=NOC2=C1N=C(NC2=O)C2=C(C=CC=C2)OCC (3-Cyclopentyl-5-(2-ethoxyphenyl)-isoxazolo[4,5-d]pyrimidin-7(6H)-one). Solvent: ClCCl (dichloromethane). Run at time 8 hour. The product is C1(CCCC1)C1=NOC2=C1N=C(NC2=O)C=2C=C(C=CC2OCC)S(=O)(=O)Cl (3-(3-Cyclopentyl-7-oxo-6,7-dihydroisoxazolo[4,5-d]pyrimidin-5-yl)-4-ethoxy-benzenesulfonyl chloride). As a reaction SMILES: [Cl:1][S:2]([OH:5])(=O)=[O:3].[CH:6]1([C:11]2[C:15]3[N:16]=[C:17]([C:21]4[CH:26]=[CH:25][CH:24]=[CH:23][C:22]=4[O:27][CH2:28][CH3:29])[NH:18][C:19](=[O:20])[C:14]=3[O:13][N:12]=2)[CH2:10][CH2:9][CH2:8][CH2:7]1>ClCCl>[CH:6]1([C:11]2[C:15]3[N:16]=[C:17]([C:21]4[CH:26]=[C:25]([S:2]([Cl:1])(=[O:5])=[O:3])[CH:24]=[CH:23][C:22]=4[O:27][CH2:28][CH3:29])[NH:18][C:19](=[O:20])[C:14]=3[O:13][N:12]=2)[CH2:7][CH2:8][CH2:9][CH2:10]1. Procedure details: 0.24 ml (3.6 mmol) of chlorosulfonic acid is introduced while cooling with ice. 130 mg (0.4 mmol) of 3-cyclopentyl-5-(2-ethoxyphenyl)-isoxazolo[4,5-d]pyrimidin-7(6H)-one (example VIII) are added in portions and the mixture is subsequently stirred overnight under reflux; after that, it is diluted with dichloromethane and poured onto ice water. The organic phase is separated off and extraction with dichloromethane takes place again; the organic phases are combined, dried and evaporated. Starting materials: FC1=NC=CC=C1C1=CC(=CN1S(=O)(=O)C1=CC=CC=C1)C=O (5-(2-Fluoropyridin-3-yl)-1-(phenylsulfonyl)-1H-pyrrole-3-carbaldehyde), [OH-].[Na+] (sodium hydroxide). Run in CO (methanol), O1CCCC1 (tetrahydrofuran), [Cl-].[Na+].O (brine). Run at time 1 hour. Product: FC1=NC=CC=C1C1=CC(=CN1)C=O (5-(2-fluoropyridin-3-yl)-1H-pyrrole-3-carbaldehyde). The yield is 79.5%. RXN SMILES: [F:1][C:2]1[C:7]([C:8]2[N:12](S(C3C=CC=CC=3)(=O)=O)[CH:11]=[C:10]([CH:22]=[O:23])[CH:9]=2)=[CH:6][CH:5]=[CH:4][N:3]=1.[OH-].[Na+]>CO.O1CCCC1.[Cl-].[Na+].O>[F:1][C:2]1[C:7]([C:8]2[NH:12][CH:11]=[C:10]([CH:22]=[O:23])[CH:9]=2)=[CH:6][CH:5]=[CH:4][N:3]=1 |f:1.2,5.6.7|. Reported procedure: 5-(2-Fluoropyridin-3-yl)-1-(phenylsulfonyl)-1H-pyrrole-3-carbaldehyde (2.25 g) was dissolved in methanol (20 mL) and tetrahydrofuran (20 mL), a 8 mol/L aqueous sodium hydroxide solution (20 mL) was added dropwise at room temperature and the mixture was stirred for 1 hr. The reaction mixture was diluted with saturated brine, and the mixture was extracted with ethyl acetate. The extract was washed with saturated brine, dried over anhydrous magnesium sulfate, and concentrated under reduced pressure...